This data is from the Open Reaction Database (ORD), a public repository of structured organic reaction records. The task is: describe an organic reaction: reactants, conditions, products, and yield The reactants are BrB(Br)Br, COc1ccc(-c2c(-c3ccncc3)nnn2C)cc1, ClCCl, [Na+], [OH-]. Product: Cn1nnc(-c2ccncc2)c1-c1ccc(O)cc1. As a reaction SMILES: [B:21]([Br:22])([Br:23])[Br:24].[CH3:1][O:2][c:3]1[cH:4][cH:5][c:6](-[c:9]2[c:10](-[c:15]3[cH:16][cH:17][n:18][cH:19][cH:20]3)[n:11][n:12][n:13]2[CH3:14])[cH:7][cH:8]1.[Cl:27][CH2:28][Cl:29].[Na+:26].[OH-:25]>>[OH:2][c:3]1[cH:4][cH:5][c:6](-[c:9]2[c:10](-[c:15]3[cH:16][cH:17][n:18][cH:19][cH:20]3)[n:11][n:12][n:13]2[CH3:14])[cH:7][cH:8]1. Starting materials: CCOC(=O)Nc1ccc(Oc2ccc(OC)cc2)cc1, CNCC(OC)OC, Cc1ccccc1. Yields the product COc1ccc(Oc2ccc(NC(=O)N(C)CC(OC)OC)cc2)cc1. Reaction SMILES: [CH3:1][O:2][c:3]1[cH:4][cH:5][c:6]([O:7][c:8]2[cH:9][cH:10][c:11]([NH:14][C:15]([O:16][CH2:17][CH3:18])=[O:19])[cH:12][cH:13]2)[cH:20][cH:21]1.[CH3:22][O:23][CH:24]([CH2:25][NH:26][CH3:27])[O:28][CH3:29].[CH3:30][c:31]1[cH:32][cH:33][cH:34][cH:35][cH:36]1>>[CH3:1][O:2][c:3]1[cH:4][cH:5][c:6]([O:7][c:8]2[cH:9][cH:10][c:11]([NH:14][C:15](=[O:19])[N:26]([CH2:25][CH:24]([O:23][CH3:22])[O:28][CH3:29])[CH3:27])[cH:12][cH:13]2)[cH:20][cH:21]1. Reactants: N-Acetyl-tyrosinyl-valinyl-(4(R)-allyloxyproline) methyl, C(C)(C)N(CC)C(C)C (Diisopropylethylamine), C(C)(=O)OCC (ethyl acetate), ON1N=NC2=C1C=CC=C2 (N-hydroxybenzotriazole), Cl.CN(CCCN=C=NCC)C (1-(3-Dimethylaminopropyl)-3-ethylcarbodiimide hydrochloride), Cl.COC([C@H]1NC[C@@H](C1)OCC=C)=O (4(R)-Allyloxyproline methyl ester hydrochloride), N([C@@H](CC1=CC=C(C=C1)O)C(=O)N[C@@H](C(C)C)C(=O)O)C(=O)C (N-acetyl-Tyr-Val-OH). Solvent: ClCCl (dichloromethane), CN(C=O)C (dimethylformamide). Conditions: temperature 0 celsius, time 2 hour. The product is C(C)(=O)N[C@@H](CC1=CC=C(C=C1)O)C(=O)N[C@@H](C(C)C)C(=O)N1[C@H](C(=O)N[C@@H](CC(=O)O)C=O)C[C@H](C1)OCC=C (N-(N-Acetyl-tyrosinyl-valinyl-(4(R)-allyloxy prolinyl))-3(S)-amino-4-oxobutanoic acid). As a reaction SMILES: Cl.CO[C:4](=[O:14])[C@@H:5]1[CH2:9][C@@H:8]([O:10][CH2:11][CH:12]=[CH2:13])[CH2:7][NH:6]1.[NH:15]([C:35]([CH3:37])=[O:36])[C@H:16]([C:25]([NH:27][C@H:28]([C:32]([OH:34])=O)[CH:29]([CH3:31])[CH3:30])=[O:26])[CH2:17][C:18]1[CH:23]=[CH:22][C:21]([OH:24])=[CH:20][CH:19]=1.C([N:41]([CH:44]([CH3:46])[CH3:45])CC)(C)C.[OH:47]N1C2C=CC=CC=2N=N1.Cl.CN(C)CCCN=C=NCC.[C:69]([O:72]CC)(=[O:71])C>ClCCl.CN(C)C=O>[C:35]([NH:15][C@H:16]([C:25]([NH:27][C@H:28]([C:32]([N:6]1[CH2:7][C@H:8]([O:10][CH2:11][CH:12]=[CH2:13])[CH2:9][C@H:5]1[C:4]([NH:41][C@H:44]([CH:45]=[O:47])[CH2:46][C:69]([OH:72])=[O:71])=[O:14])=[O:34])[CH:29]([CH3:30])[CH3:31])=[O:26])[CH2:17][C:18]1[CH:19]=[CH:20][C:21]([OH:24])=[CH:22][CH:23]=1)(=[O:36])[CH3:37] |f:0.1,5.6|. Procedure: N-Acetyl-tyrosinyl-valinyl-(4(R)-allyloxyproline) methyl enter. 4(R)-Allyloxyproline methyl ester hydrochloride (1.05 g, 4.75 mmol) and N-acetyl-Tyr-Val-OH (1.68 g, 5.21 mmol) were dissolved in 10 ml of a 1:1 mixture of dichloromethane and dimethylformamide and cooled to 0° C. Diisopropylethylamine (1 ml, 5.93 mmol) was added to the cooled mixture followed by the addition of N-hydroxybenzotriazole (0.769 g, 5.69 mmol) and 1-(3-Dimethylaminopropyl)-3-ethylcarbodiimide hydrochloride (1.18 g, 6.2 m... The reactants are O (water), IC=1C(NC(NC1)=O)=O (5-iodo uracil), C([O-])([O-])=O.[K+].[K+] (potassium carbonate), CI (methyl iodide). Run in C(C)(=O)OCC (ethyl acetate), CN(C)C=O (DMF). Conditions: time 24 hour. Yields the product CN1C(=O)N(C(=O)C(=C1)I)C (1,3-dimethyl 5-iodo uracil). Isolated yield 78.1%. As a reaction SMILES: [I:1][C:2]1[C:3](=O)[NH:4][C:5](=[O:8])[NH:6][CH:7]=1.[C:10](=[O:13])([O-])[O-].[K+].[K+].[CH3:16]I.O>CN(C=O)C.C(OCC)(=O)C>[CH3:16][N:4]1[CH:3]=[C:2]([I:1])[C:10](=[O:13])[N:6]([CH3:7])[C:5]1=[O:8] |f:1.2.3|. Procedure: A mixture of 5-iodo uracil (22.2 mmol, 5.28 g) and powdered potassium carbonate (60 mmol, 10.3 g) in DMF (188 mL) was stirred for 24 h at room temperature and then methyl iodide (53.5 mmol, 3.33 mL) was added. Then, the reaction mixture was stirred for another 72 h at room temperature and was poured into water (150 mL) and ethyl acetate (150 mL). The layers were separated and the aqueous layer was extracted with ethyl acetate (2×100 mL). The combined extracts were washed with brine solution and ... Starting materials: [Al+3].[Cl-].[Cl-].[Cl-] (AlCl3), C(C)(=O)Cl (acetyl chloride), COC=1C=C2CCC(C2=CC1)C(C(=O)OC)CC (methyl 5-methoxy-2,3-dihydro-1H-indene-1-yl-butanoate). The solvent is C(Cl)Cl (methylene chloride), C(Cl)Cl (methylene chloride). Reaction conditions: temperature 0 celsius, time 15 minute. The product is C(C)(=O)C1=C(C=C2CCC(C2=C1)C(C(=O)OC)CC)OC (methyl 2-(6-acetyl-5-methoxy-2,3-dihydro-1H-inden-1-yl)butanoate). Isolated yield 68.2%. RXN SMILES: [Al+3].[Cl-].[Cl-].[Cl-].[C:5](Cl)(=[O:7])[CH3:6].[CH3:9][O:10][C:11]1[CH:12]=[C:13]2[C:17](=[CH:18][CH:19]=1)[CH:16]([CH:20]([CH2:25][CH3:26])[C:21]([O:23][CH3:24])=[O:22])[CH2:15][CH2:14]2>C(Cl)Cl>[C:5]([C:19]1[CH:18]=[C:17]2[C:13]([CH2:14][CH2:15][CH:16]2[CH:20]([CH2:25][CH3:26])[C:21]([O:23][CH3:24])=[O:22])=[CH:12][C:11]=1[O:10][CH3:9])(=[O:7])[CH3:6] |f:0.1.2.3|. Procedure: To a solution of AlCl3 (103 mg, 0.78 mmol) in methylene chloride (2.5 mL) at 0° C., was added acetyl chloride (0.044 mL, 0.63 mmol), followed by the addition of a solution of methyl 5-methoxy-2,3-dihydro-1H-indene-1-yl-butanoate (130 mg, 0.52 mmol) in methylene chloride (2.7 mL) dropwise. The mixture was stirred at 0° C. for 15 minutes. The ice bath was removed and the mixture stirred at rt for 16 hours. The mixture was poured over ice and 4 drops of conc. HCl were added. This mixture was extrac... Starting materials: ClC1=C(C(=O)O)C=CC(=N1)C (2-chloro-6-methyl-nicotinic acid), Cl.CNOC (N,O-dimethylhydroxylamine hydrochloride), CCN=C=NCCCN(C)C (EDCI), C=1C=CC2=C(C1)N=NN2O (HOBt), CCN(C(C)C)C(C)C (DIPEA). Run in C(Cl)Cl (DCM). Run at time 8 hour. Product: ClC1=C(C(=O)N(C)OC)C=CC(=N1)C (2-chloro-N-methoxy-6,N-dimethyl-nicotinamide). The yield is 93.2%. Reaction SMILES: [Cl:1][C:2]1[N:10]=[C:9]([CH3:11])[CH:8]=[CH:7][C:3]=1[C:4](O)=[O:5].Cl.[CH3:13][NH:14][O:15][CH3:16].CCN=C=NCCCN(C)C.C1C=CC2N(O)N=NC=2C=1.CCN(C(C)C)C(C)C>C(Cl)Cl>[Cl:1][C:2]1[N:10]=[C:9]([CH3:11])[CH:8]=[CH:7][C:3]=1[C:4]([N:14]([O:15][CH3:16])[CH3:13])=[O:5] |f:1.2|. Procedure details: A mixture of 2-chloro-6-methyl-nicotinic acid (2 g, 12 mmol), N,O-dimethylhydroxylamine hydrochloride (1.14 g, 12 mmol), EDCI (2.68 g, 14 mmol), HOBt (81 mg, 16 mmol) and DIPEA (1 mL) in DCM (100 mL) was stirred at RT overnight. The reaction mixture was then partitioned between water and DCM, the organic layer separated, dried over anhydrous Na2SO4, filtered, and evaporated under reduced pressure. The crude residue was purified by flash chromatography (EtOAc/hexane, gradient from 0 to 25% in 25 ... The reactants are N1C(CC2CCCCC12)C(=O)O (perhydroindole-2-carboxylic acid), C1CCOC1 (THF), C(C)(C)(C)N (t-butylamine), C (charcoal), C(C)OC(=O)C(CN([C@@H](C)C(=O)O)C(=O)OCC)CC (N-[2-(ethoxycarbonyl)butyl]-N-ethoxycarbonylalanine), ClCCl (dichloromethane), C1CCOC1 (THF). Solvent: C(C)(=O)OCC (ethyl acetate). Reaction conditions: time 2.5 hour. Yields the product CCC[C@@H](C(=O)OCC)N[C@@H](C)C(=O)N1[C@H]2CCCC[C@H]2C[C@H]1C(=O)O (perindopril). Isolated yield 55.0%. RXN SMILES: C(OC([CH:6]([CH2:19][CH3:20])[CH2:7][N:8]([C:14]([O:16]CC)=O)[C@H:9]([C:11]([OH:13])=[O:12])[CH3:10])=O)C.ClCCl.[NH:24]1[CH:32]2[CH:27]([CH2:28]CC[CH2:31]2)[CH2:26][CH:25]1[C:33]([OH:35])=[O:34].[C:36](N)([CH3:39])(C)C.C.[CH2:42]1COC[CH2:43]1>C(OCC)(=O)C>[CH3:28][CH2:27][CH2:26][C@H:25]([NH:24][C@H:32]([C:14]([N:8]1[C@H:9]([C:11]([OH:13])=[O:12])[CH2:10][C@H:6]2[C@@H:7]1[CH2:36][CH2:39][CH2:20][CH2:19]2)=[O:16])[CH3:31])[C:33]([O:35][CH2:42][CH3:43])=[O:34]. Procedure: To a solution of N-[2-(ethoxycarbonyl)butyl]-N-ethoxycarbonylalanine (10.1 g, 35 mmol) in dichloromethane (35 mL) thionyl chloride (4.2 mL, 6.9 g, 58 mmol) was added in drops at 0-5° C. It was stirred at ambient temperature for 2-3 h. The solvent was evaporated to give a reddish oil. The residue was dissolved in THF (37.5 mL) and it was added to a suspension of perhydroindole-2-carboxylic acid (4.7 g, 28 mmol) in THF (37.5 mL). The suspension was refluxed with stirring for 4-4.5 h until a browni...